This data is from the Open Reaction Database (ORD), a public repository of structured organic reaction records. The task is: describe an organic reaction: reactants, conditions, products, and yield Reactants: CN(C)C=O, [H-], CI, Nc1ncnc2sc(S)nc12, [Na+], O. The product is CSc1nc2c(N)ncnc2s1. Reaction SMILES: [CH3:12][N:13]([CH3:14])[CH:15]=[O:16].[H-:17].[I:19][CH3:20].[NH2:1][c:2]1[c:3]2[c:4]([n:5][cH:6][n:7]1)[s:8][c:9]([SH:11])[n:10]2.[Na+:18].[OH2:21]>>[NH2:1][c:2]1[c:3]2[c:4]([n:5][cH:6][n:7]1)[s:8][c:9]([S:11][CH3:12])[n:10]2.